Dataset: the Open Reaction Database (ORD), a public repository of structured organic reaction records. Task: describe an organic reaction: reactants, conditions, products, and yield Starting materials: CC[SiH](CC)CC, ClCCl, CC(Oc1ccccc1)(C(=O)O)C(O)c1cccs1. Product: CC(Cc1cccs1)(Oc1ccccc1)C(=O)O. As a reaction SMILES: [CH2:1]([SiH:2]([CH2:3][CH3:4])[CH2:5][CH3:6])[CH3:7].[Cl:27][CH2:28][Cl:29].[OH:8][CH:9]([C:10]([C:11](=[O:12])[OH:13])([O:14][c:15]1[cH:16][cH:17][cH:18][cH:19][cH:20]1)[CH3:21])[c:22]1[s:23][cH:24][cH:25][cH:26]1>>[CH2:9]([C:10]([C:11](=[O:12])[OH:13])([O:14][c:15]1[cH:16][cH:17][cH:18][cH:19][cH:20]1)[CH3:21])[c:22]1[s:23][cH:24][cH:25][cH:26]1. Reactants: CCNc1ccc(NC(=O)COC)cc1[N+](=O)[O-], CS[CH2+]1SC(=C2Sc3ccc(OCCCl)cc3N2C)C(=O)N1Cc1ccccc1, Cc1ccc(S(=O)(=O)[O-])cc1. Product: CCNc1ccc(NC(=O)COC)cc1N=C1SC(=C2Sc3ccc(OCCCl)cc3N2C)C(=O)N1Cc1ccccc1. Reaction SMILES: [CH2:1]([CH3:2])[NH:3][c:4]1[c:5]([N+:16]([O-:17])=[O:18])[cH:6][c:7]([NH:8][C:9]([CH2:10][O:11][CH3:12])=[O:13])[cH:14][cH:15]1.[CH2:30]([c:31]1[cH:32][cH:33][cH:34][cH:35][cH:36]1)[N:37]1[CH2+:38]([S:57][CH3:58])[S:39][C:40](=[C:43]2[S:44][c:45]3[c:46]([cH:49][c:50]([O:53][CH2:54][CH2:55][Cl:56])[cH:51][cH:52]3)[N:47]2[CH3:48])[C:41]1=[O:42].[c:19]1([CH3:20])[cH:21][cH:22][c:23]([S:24]([O-:25])(=[O:26])=[O:27])[cH:28][cH:29]1>>[CH2:1]([CH3:2])[NH:3][c:4]1[c:5]([N:16]=[C:38]2[N:37]([CH2:30][c:31]3[cH:32][cH:33][cH:34][cH:35][cH:36]3)[C:41](=[O:42])[C:40](=[C:43]3[S:44][c:45]4[c:46]([cH:49][c:50]([O:53][CH2:54][CH2:55][Cl:56])[cH:51][cH:52]4)[N:47]3[CH3:48])[S:39]2)[cH:6][c:7]([NH:8][C:9]([CH2:10][O:11][CH3:12])=[O:13])[cH:14][cH:15]1.